This data is from the Open Reaction Database (ORD), a public repository of structured organic reaction records. The task is: describe an organic reaction: reactants, conditions, products, and yield Starting materials: Cl (hydrochloric acid), CS(=O)(=O)C1=C(C=CC=C1)S(=O)(=O)NC=1C=C2C(=NN(C2=CC1)COCC[Si](C)(C)C)CCC1=CC=CC=C1 (2-methylsulfonyl-N-[3-phenethyl-1-(2-trimethylsilanylethoxymethyl)-1H-indazol-5-yl]benzenesulfonamide), [OH-].[Na+] (sodium hydroxide). Solvent: C(C)(C)OC(C)C (diisopropyl ether), C(C)O (ethanol). Conditions: temperature 20 celsius. Product: CS(=O)(=O)C1=C(C=CC=C1)S(=O)(=O)NC=1C=C2C(=NNC2=CC1)CCC1=CC=CC=C1 (2-methylsulfonyl-N-(3-phenethyl-1H-indazol-5-yl)benzenesulfonamide). Isolated yield 29.9%. Reaction SMILES: Cl.[CH3:2][S:3]([C:6]1[CH:11]=[CH:10][CH:9]=[CH:8][C:7]=1[S:12]([NH:15][C:16]1[CH:17]=[C:18]2[C:22](=[CH:23][CH:24]=1)[N:21](COCC[Si](C)(C)C)[N:20]=[C:19]2[CH2:33][CH2:34][C:35]1[CH:40]=[CH:39][CH:38]=[CH:37][CH:36]=1)(=[O:14])=[O:13])(=[O:5])=[O:4].[OH-].[Na+]>C(O)C.C(OC(C)C)(C)C>[CH3:2][S:3]([C:6]1[CH:11]=[CH:10][CH:9]=[CH:8][C:7]=1[S:12]([NH:15][C:16]1[CH:17]=[C:18]2[C:22](=[CH:23][CH:24]=1)[NH:21][N:20]=[C:19]2[CH2:33][CH2:34][C:35]1[CH:40]=[CH:39][CH:38]=[CH:37][CH:36]=1)(=[O:14])=[O:13])(=[O:5])=[O:4] |f:2.3|. Reported procedure: 2-Methylsulfonyl-N-(3-phenethyl-1H-indazol-5-yl)benzenesulfonamide can be obtained in the following way: 5.6 ml of an aqueous 5N hydrochloric acid solution are added dropwise to a suspension of 0.56 g of 2-methylsulfonyl-N-[3-phenethyl-1-(2-trimethylsilanylethoxymethyl)-1H-indazol-5-yl]benzenesulfonamide in 17 ml of absolute ethanol. The reaction mixture is then refluxed for 30 minutes and then cooled to a temperature in the region of 20° C. 6.8 ml of an aqueous 5N sodium hydroxide solution are ...